From a dataset of the Open Reaction Database (ORD), a public repository of structured organic reaction records. describe an organic reaction: reactants, conditions, products, and yield Reactants: ClC1=NC=NC=2CCCCC12 (4-chloro-5,6,7,8-tetrahydroquinazoline), [NH4+].[Cl-] (NH4Cl), [H-].[Na+] (NaH), C1(=CC=CC=C1)[C@H]1CC[C@H](CC1)O (cis-4-phenylcyclohexanol). Run in C1CCOC1 (THF), C1CCOC1 (THF). Conditions: temperature 50 celsius. Yields the product C1(=CC=CC=C1)[C@H]1CC[C@H](CC1)OC1=NC=NC=2CCCCC12 (4-(cis-4-Phenyl-cyclohexyloxy)-5,6,7,8-tetrahydroquinazoline). As a reaction SMILES: [H-].[Na+].[C:3]1([C@@H:9]2[CH2:14][CH2:13][C@H:12]([OH:15])[CH2:11][CH2:10]2)[CH:8]=[CH:7][CH:6]=[CH:5][CH:4]=1.Cl[C:17]1[C:26]2[CH2:25][CH2:24][CH2:23][CH2:22][C:21]=2[N:20]=[CH:19][N:18]=1.[NH4+].[Cl-]>C1COCC1>[C:3]1([C@@H:9]2[CH2:10][CH2:11][C@H:12]([O:15][C:17]3[C:26]4[CH2:25][CH2:24][CH2:23][CH2:22][C:21]=4[N:20]=[CH:19][N:18]=3)[CH2:13][CH2:14]2)[CH:8]=[CH:7][CH:6]=[CH:5][CH:4]=1 |f:0.1,4.5|. Reported procedure: 0.5 g (16.7 mmol) of 80% NaH was added in portions to a solution of 1.85 g (105 mmol) of cis-4-phenylcyclohexanol in 30 ml of absolute THF. After this, the mixture was heated for 1 hour at 50° C., and 1.5 g (8.75 mmol) of 4-chloro-5,6,7,8-tetrahydroquinazoline, dissolved in 15 ml of absolute THF, were added dropwise. The reaction mixture was subsequently refluxed for 2 hours. After the mixture has cooled to room temperature, it was poured into saturated NH4Cl solution and this was extracted with... Starting materials: CC(C)CC(CO)Nc1nc(Cl)ncc1-c1ccsc1, CCOC(=O)N=S(C)(=O)c1ccc(N)cc1. Yields the product CCOC(=O)N=S(C)(=O)c1ccc(Nc2ncc(-c3ccsc3)c(NC(CO)CC(C)C)n2)cc1. RXN SMILES: [Cl:1][c:2]1[n:3][cH:4][c:5](-[c:16]2[cH:17][s:18][cH:19][cH:20]2)[c:6]([NH:8][CH:9]([CH2:10][OH:11])[CH2:12][CH:13]([CH3:14])[CH3:15])[n:7]1.[NH2:21][c:22]1[cH:23][cH:24][c:25]([S:28](=[O:29])(=[N:30][C:31](=[O:32])[O:33][CH2:34][CH3:35])[CH3:36])[cH:26][cH:27]1>>[c:2]1([NH:21][c:22]2[cH:23][cH:24][c:25]([S:28](=[O:29])(=[N:30][C:31](=[O:32])[O:33][CH2:34][CH3:35])[CH3:36])[cH:26][cH:27]2)[n:3][cH:4][c:5](-[c:16]2[cH:17][s:18][cH:19][cH:20]2)[c:6]([NH:8][CH:9]([CH2:10][OH:11])[CH2:12][CH:13]([CH3:14])[CH3:15])[n:7]1. The reactants are ClC1=CC=C(C=C1)C(CCO)(CC)O (3-(4-chlorophenyl)pentane-1,3-diol), [Cl-].[In+3].[Cl-].[Cl-] (indium(III) chloride), 89A, ClC1=CC=C(C=C1)C(CC)=O (1-(4-chloropenyl)propan-1-one), CSCC=1C=CC=C2C=CNC12 (7-[(Methylsulfanyl)methyl]-1H-indole). The solvent is C(C)(=O)OCC (ethyl acetate), C(C)(=O)OCC (ethyl acetate), O (water), C1(=CC=CC=C1)C (toluene). Run at temperature 80 celsius, time 5 hour. Product: ClC1=CC=C(C=C1)C(CCO)(CC)C1=CNC2=C(C=CC=C12)CSC (3-(4-Chlorophenyl)-3-{7-[(methylsulfanyl)methyl]-1H-indol-3-yl}pentan-1-ol). As a reaction SMILES: [Cl:1][C:2]1[CH:7]=[CH:6][C:5]([C:8](O)([CH2:12][CH3:13])[CH2:9][CH2:10][OH:11])=[CH:4][CH:3]=1.ClC1C=CC(C(=O)CC)=CC=1.[Cl-].[In+3].[Cl-].[Cl-].[CH3:30][S:31][CH2:32][C:33]1[CH:34]=[CH:35][CH:36]=[C:37]2[C:41]=1[NH:40][CH:39]=[CH:38]2>C1(C)C=CC=CC=1.C(OCC)(=O)C.O>[Cl:1][C:2]1[CH:7]=[CH:6][C:5]([C:8]([C:38]2[C:37]3[C:41](=[C:33]([CH2:32][S:31][CH3:30])[CH:34]=[CH:35][CH:36]=3)[NH:40][CH:39]=2)([CH2:12][CH3:13])[CH2:9][CH2:10][OH:11])=[CH:4][CH:3]=1 |f:2.3.4.5|. Reported procedure: 3.04 g (14.10 mmol) of 3-(4-chlorophenyl)pentane-1,3-diol (preparation in analogy to the synthesis of Example 88A and 89A starting from 1-(4-chloropenyl)propan-1-one and ethyl acetate) and 3.12 g (14.10 mmol) of indium(III) chloride were added to 2.50 g (14.10 mmol) of the compound from Example 8A in 60 ml of toluene. The reaction mixture was stirred at 80° C. for 5 h. After cooling to RT, the reaction solution was mixed with water and ethyl acetate, and the solid was filtered off through kiesel... The reactants are BrCC1=C(C=C(C(=C1)F)Cl)CBr (1,2-Bis-bromomethyl-4-chloro-5-fluoro-benzene), C1(=CC=CC=C1)C(C1=CC=CC=C1)(C1=CC=CC=C1)N (triphenylmethylamine). Product: ClC=1C=C2CN(CC2=CC1F)C(C1=CC=CC=C1)(C1=CC=CC=C1)C1=CC=CC=C1 (5-chloro-6-fluoro-2-trityl-2,3-dihydro-1H-isoindole). Reaction SMILES: Br[CH2:2][C:3]1[CH:8]=[C:7]([F:9])[C:6]([Cl:10])=[CH:5][C:4]=1[CH2:11]Br.[C:13]1([C:19]([NH2:32])([C:26]2[CH:31]=[CH:30][CH:29]=[CH:28][CH:27]=2)[C:20]2[CH:25]=[CH:24][CH:23]=[CH:22][CH:21]=2)[CH:18]=[CH:17][CH:16]=[CH:15][CH:14]=1>>[Cl:10][C:6]1[CH:5]=[C:4]2[C:3](=[CH:8][C:7]=1[F:9])[CH2:2][N:32]([C:19]([C:13]1[CH:18]=[CH:17][CH:16]=[CH:15][CH:14]=1)([C:26]1[CH:27]=[CH:28][CH:29]=[CH:30][CH:31]=1)[C:20]1[CH:21]=[CH:22][CH:23]=[CH:24][CH:25]=1)[CH2:11]2. Procedure: Prepared in analogy to Example A2(b) from 1,2-Bis-bromomethyl-4-chloro-5-fluoro-benzene and triphenylmethylamine. Brown oil. Reactants: CC(=O)Oc1cc2c(cc1C(C)(C)C)OC(C)(COc1ccc([N+](=O)[O-])cc1)CC2=O, CC(=O)O, [H][H]. Yields the product CC(=O)Oc1cc2c(cc1C(C)(C)C)OC(C)(COc1ccc(N)cc1)CC2=O. RXN SMILES: [C:1]([CH3:2])(=[O:3])[O:4][c:5]1[cH:6][c:7]2[c:12]([cH:13][c:14]1[C:15]([CH3:16])([CH3:17])[CH3:18])[O:11][C:10]([CH2:19][O:20][c:21]1[cH:22][cH:23][c:24]([N+:27]([O-:28])=[O:29])[cH:25][cH:26]1)([CH3:30])[CH2:9][C:8]2=[O:31].[CH3:34][C:35](=[O:36])[OH:37].[H:32][H:33]>>[C:1]([CH3:2])(=[O:3])[O:4][c:5]1[cH:6][c:7]2[c:12]([cH:13][c:14]1[C:15]([CH3:16])([CH3:17])[CH3:18])[O:11][C:10]([CH2:19][O:20][c:21]1[cH:22][cH:23][c:24]([NH2:27])[cH:25][cH:26]1)([CH3:30])[CH2:9][C:8]2=[O:31]. The reactants are COC1=CC=C(O[C@@H]2C[C@H](C2)C#C)C=C1 ({trans-3-(4-methoxyphenoxy)cyclobutyl }ethyne), C(CCC)[Li] (n-butyllithium), C(C)=O (acetaldehyde). The solvent is C1CCOC1 (THF), C1CCOC1 (THF). Run at temperature -40 celsius, time 0.5 hour. The product is COC1=CC=C(O[C@@H]2C[C@H](C2)C#CC(C)O)C=C1 (4-{trans-3-(4-Methoxyphenoxy)cyclobutyl}-3-butyn-2-ol). Reaction SMILES: [CH3:1][O:2][C:3]1[CH:15]=[CH:14][C:6]([O:7][C@H:8]2[CH2:11][C@H:10]([C:12]#[CH:13])[CH2:9]2)=[CH:5][CH:4]=1.C([Li])CCC.[CH:21](=[O:23])[CH3:22]>C1COCC1>[CH3:1][O:2][C:3]1[CH:15]=[CH:14][C:6]([O:7][C@H:8]2[CH2:9][C@H:10]([C:12]#[C:13][CH:21]([OH:23])[CH3:22])[CH2:11]2)=[CH:5][CH:4]=1. Reported procedure: A solution of {trans-3-(4-methoxyphenoxy)cyclobutyl }ethyne (6.40 g, 32.0 mmol) in THF (80 ml) at -78° C. under argon atmosphere was added n-butyllithium (23.7 ml, 38.0 mmol). The mixture was stirred for 0.5 h at the same temperature and then allowed to warm to -40° C. over 1 h. The mixture was recooled to -78° C., a solution of dry acetaldehyde (3.52 g, 80.0 mmol) in THF (20 ml) added to the mixture and the whole stirred overnight at room temperature. The reaction was quenched with saturated aq... Reactants: C(C1=CC=CC=C1)OC([C@@H](NC([C@@H](N(C)C([C@@H](NC(=O)OC(C)(C)C)C(C)C)=O)C)=O)C)=O (Boc-L-valyl-N-methyl-L-alanyl-L-alanine benzyl ester), FC(C(=O)O)(F)F (trifluoroacetic acid), C([O-])(O)=O.[Na+] (sodium bicarbonate). Solvent: ClCCl (dichloromethane), ClCCl (dichloromethane). Reaction conditions: temperature -15 celsius. Product: C(C1=CC=CC=C1)OC([C@@H](NC([C@@H](N(C)C([C@@H](N)C(C)C)=O)C)=O)C)=O (L-Valyl-N-Methyl-L-Alanyl-L-Alanine Benzyl Ester). As a reaction SMILES: [CH2:1]([O:8][C:9](=[O:33])[C@H:10]([CH3:32])[NH:11][C:12](=[O:31])[C@H:13]([CH3:30])[N:14]([C:16](=[O:29])[C@H:17]([CH:26]([CH3:28])[CH3:27])[NH:18]C(OC(C)(C)C)=O)[CH3:15])[C:2]1[CH:7]=[CH:6][CH:5]=[CH:4][CH:3]=1.FC(F)(F)C(O)=O.C(=O)(O)[O-].[Na+]>ClCCl>[CH2:1]([O:8][C:9](=[O:33])[C@H:10]([CH3:32])[NH:11][C:12](=[O:31])[C@H:13]([CH3:30])[N:14]([C:16](=[O:29])[C@H:17]([CH:26]([CH3:28])[CH3:27])[NH2:18])[CH3:15])[C:2]1[CH:7]=[CH:6][CH:5]=[CH:4][CH:3]=1 |f:2.3|. Procedure: A stirred solution of 17 g (0.0367 mole) Boc-L-valyl-N-methyl-L-alanyl-L-alanine benzyl ester in 170 ml of dry dichloromethane was cooled at -10° C. as 85 ml of trifluoroacetic acid, previously cooled at -15° C., was added. After 16 hours -5° C., the reaction was carefully poured with good stirring into a mixture of 93 g of sodium bicarbonate, ice, and 250 ml of dichloromethane. The organic layer was separated and the aqueous layer was extracted with another 75 ml of dichloromethane. The combine...